From a dataset of the Open Reaction Database (ORD), a public repository of structured organic reaction records. describe an organic reaction: reactants, conditions, products, and yield Reactants: CC(=O)O[BH-](OC(C)=O)OC(C)=O, CC(=O)O, CCC=O, ClCCCl, COC(=O)CCc1ccc(OCc2cccc(N)c2)cc1, [Na+], O, O=Cc1nc(-c2ccccc2)cs1. Product: CCCN(Cc1nc(-c2ccccc2)cs1)c1cccc(COc2ccc(CCC(=O)OC)cc2)c1. As a reaction SMILES: [C:35]([O:36][BH-:37]([O:38][C:39](=[O:40])[CH3:41])[O:42][C:43](=[O:44])[CH3:45])(=[O:46])[CH3:47].[CH3:58][C:59](=[O:60])[OH:61].[CH:49]([CH2:50][CH3:51])=[O:52].[Cl:54][CH2:55][CH2:56][Cl:57].[NH2:14][c:15]1[cH:16][c:17]([CH2:18][O:19][c:20]2[cH:21][cH:22][c:23]([CH2:26][CH2:27][C:28](=[O:29])[O:30][CH3:31])[cH:24][cH:25]2)[cH:32][cH:33][cH:34]1.[Na+:48].[OH2:53].[c:1]1(-[c:7]2[n:8][c:9]([CH:12]=[O:13])[s:10][cH:11]2)[cH:2][cH:3][cH:4][cH:5][cH:6]1>>[c:1]1(-[c:7]2[n:8][c:9]([CH2:12][N:14]([c:15]3[cH:16][c:17]([CH2:18][O:19][c:20]4[cH:21][cH:22][c:23]([CH2:26][CH2:27][C:28](=[O:29])[O:30][CH3:31])[cH:24][cH:25]4)[cH:32][cH:33][cH:34]3)[CH2:49][CH2:50][CH3:51])[s:10][cH:11]2)[cH:2][cH:3][cH:4][cH:5][cH:6]1. Starting materials: C(=C)(C)C1=C(C=C(C=C1)S(=O)(=O)C)C(=O)N1CCN(CC1)C1=CC=C(C=C1)C(F)(F)F ((2-Isopropenyl-5-methanesulfonyl-phenyl)-[4-(4-trifluoromethyl-phenyl)-piperazin-1-yl]-methanone). The reagents and catalysts are [Pd] (Pd/C), [Pd] (Pd/C). Solvent: C(C)OC(C)=O (Ethylacetate), C(C)OC(C)=O (Ethylacetate), C(Cl)Cl (MeCl2). Run at time 1 hour. Product: C(C)(C)C1=C(C=C(C=C1)S(=O)(=O)C)C(=O)N1CCN(CC1)C1=CC=C(C=C1)C(F)(F)F ((2-Isopropyl-5-methanesulfonyl-phenyl)-[4-(4-trifluoromethyl-phenyl)-piperazin-1-yl]-methanone). The yield is 70.0%. Reaction SMILES: [C:1]([C:4]1[CH:9]=[CH:8][C:7]([S:10]([CH3:13])(=[O:12])=[O:11])=[CH:6][C:5]=1[C:14]([N:16]1[CH2:21][CH2:20][N:19]([C:22]2[CH:27]=[CH:26][C:25]([C:28]([F:31])([F:30])[F:29])=[CH:24][CH:23]=2)[CH2:18][CH2:17]1)=[O:15])([CH3:3])=[CH2:2]>C(OC(=O)C)C.C(Cl)Cl.[Pd]>[CH:1]([C:4]1[CH:9]=[CH:8][C:7]([S:10]([CH3:13])(=[O:11])=[O:12])=[CH:6][C:5]=1[C:14]([N:16]1[CH2:21][CH2:20][N:19]([C:22]2[CH:23]=[CH:24][C:25]([C:28]([F:31])([F:29])[F:30])=[CH:26][CH:27]=2)[CH2:18][CH2:17]1)=[O:15])([CH3:3])[CH3:2]. Procedure: To a solution of (2-Isopropenyl-5-methanesulfonyl-phenyl)-[4-(4-trifluoromethyl-phenyl)-piperazin-1-yl]-methanone, (Example 44, 20 mg, 0.0442 mmol) in Ethylacetate (1 ml) was added Pd/C 10% (1 mg). The mixture was hydrogenated at rt for 1 hour. Then, Pd/C 10% (10 mg) and Ethylacetate (5mL) were added and the mixture was hydrogenated at reflux temperature for 1 hour. The mixture was diluted with MeCl2 ,filtered and the filtrate was concentrated in vacuo. The crude mixture was purified on SiO2 Elu... The reactants are BrC=1C=C(N)C=CC1OC(F)(F)F (3-bromo-4-trifluoromethoxyaniline), [OH-].[Na+] (sodium hydroxide), N(=O)[O-].[Na+] (Sodium nitrite), O.O.[Sn](Cl)Cl (tin (II) chloride dihydrate), COC(CC(OC)OC)OC (malonaldehyde bis(dimethyl acetal)). Run in Cl (hydrochloric acid), O (water), Cl (hydrochloric acid), C(C)O (ethanol), Cl (hydrogen chloride). Run at temperature 0 celsius, time 30 minute. The product is BrC=1C=C(C=CC1OC(F)(F)F)N1N=CC=C1 (1-[3-Bromo-4-(trifluoromethoxy)phenyl]-1H-pyrazole). The yield is 68.6%. RXN SMILES: [N:1]([O-])=O.[Na+].[Br:5][C:6]1[CH:7]=[C:8]([CH:10]=[CH:11][C:12]=1[O:13][C:14]([F:17])([F:16])[F:15])[NH2:9].O.O.[Sn](Cl)Cl.[OH-].[Na+].CO[CH:27](OC)[CH2:28][CH:29](OC)OC>O.Cl.C(O)C>[Br:5][C:6]1[CH:7]=[C:8]([N:9]2[CH:29]=[CH:28][CH:27]=[N:1]2)[CH:10]=[CH:11][C:12]=1[O:13][C:14]([F:15])([F:16])[F:17] |f:0.1,3.4.5,6.7|. Reported procedure: Sodium nitrite (359 mg, 5.2 mmol) in water (5 ml) was added dropwise to a stirred, cooled (0° C.) suspension of 3-bromo-4-trifluoromethoxyaniline (Description 19) (1.02 g, 4 mmol) in aqueous hydrochloric acid (37%, 10 ml). The mixture was stirred at 0° C. for 30 min., then added dropwise to a stirred, cooled (-5° C.) suspension of tin (II) chloride dihydrate (4.06 g, 18 mmol) in aqueous hydrochloric acid (37%, 10 ml). The mixture was stirred at 0° C. for 30 min., then at room temperature for 30 ... Starting materials: [Si](C)(C)(C)C=[N+]=[N-] (TMSCHN2), CCOCC (ether), [CH2-]C(=O)C.[CH2-]C(=O)C.C(=O)(O)C(=O)[C@@H](O)[C@H](O)[C@H](O)CO (Carboxyarabinose diacetonide). The solvent is CO (MeOH). Reaction conditions: temperature 0 celsius, time 15 minute. Product: [CH2-]C(=O)C.[CH2-]C(=O)C.C(=O)(O)CC(=O)[C@@H](O)[C@H](O)[C@H](O)CO (Carboxymethylarabinose Diacetonide). As a reaction SMILES: [CH2-:1][C:2]([CH3:4])=[O:3].[CH2-:5][C:6]([CH3:8])=[O:7].[C:9]([C:12]([C@H:14]([C@@H:16]([C@@H:18]([CH2:20][OH:21])[OH:19])[OH:17])[OH:15])=O)([OH:11])=[O:10].[Si](C=[N+]=[N-])(C)(C)C.C[CH2:30][O:31]CC>CO>[CH2-:1][C:2]([CH3:4])=[O:3].[CH2-:5][C:6]([CH3:8])=[O:7].[C:9]([CH2:12][C:14]([C@H:16]([C@@H:18]([C@@H:20]([CH2:30][OH:31])[OH:21])[OH:19])[OH:17])=[O:15])([OH:11])=[O:10] |f:0.1.2,6.7.8|. Procedure details: The acid (Compound 29) (100 mg, 0.365 mmol) was dissolved in MeOH (3.65 mL, 0.1 M) and cooled to 0° C. After 15 min, 1 M TMSCHN2 in ether (1.82 mL, 5 eq.) was added dropwise via syringe over 15 min. No starting material was detected after 30 min. The reaction was quenched with 5% HOAc/MeOH and the contents evaporated to dryness. Yield: Quant. LRMS (EST+) m/z 289.1 (M+H)+. 1H-NMR (CDCl3) δ: 1.34 (s, 6H), 1.46 (s, 3H), 1.53 (s, 3H), 3.83 (s, 3H), 4.39 (dd, J=2.4 Hz, 5.2 Hz, 1H), 4.59 (dd, J=2.4 Hz... RXN SMILES: [Br:10][c:11]1[cH:12][c:13]([F:18])[c:14]([NH2:15])[cH:16][cH:17]1.[Br:2][CH:3]([C:4](=[O:5])[OH:6])[CH:7]([CH3:8])[CH3:9].[K:1].[Na+:20].[OH-:19]>>[CH:3]([C:4](=[O:5])[OH:6])([CH:7]([CH3:8])[CH3:9])[NH:15][c:14]1[c:13]([F:18])[cH:12][c:11]([Br:10])[cH:17][cH:16]1. Reactants: Nc1ccc(Br)cc1F, CC(C)C(Br)C(=O)O, [K], [Na+], [OH-]. Product: CC(C)C(Nc1ccc(Br)cc1F)C(=O)O. Starting materials: O=C1C2=C(N=C(N1)CN1C(C3=CC=CC=C3C1=O)=O)N=CC=C2 (2-(4-oxo-3,4-dihydro-pyrido[2,3-d]pyrimidin-2-ylmethyl)-isoindole-1,3-dione), O.NN (hydrazine monohydrate), C([O-])([O-])=O.[Na+].[Na+] (sodium carbonate), O (water). Solvent: C(C)O (ethanol). Conditions: temperature 50 celsius, time 3 hour. Product: NCC=1NC(C2=C(N1)N=CC=C2)=O (2-aminomethyl-3H-pyrido[2,3-d]pyrimidin-4-one). Isolated yield 49.7%. As a reaction SMILES: [O:1]=[C:2]1[NH:7][C:6]([CH2:8][N:9]2C(=O)C3C(=CC=CC=3)C2=O)=[N:5][C:4]2[N:20]=[CH:21][CH:22]=[CH:23][C:3]1=2.O.NN.C(=O)([O-])[O-].[Na+].[Na+].O>C(O)C>[NH2:9][CH2:8][C:6]1[NH:7][C:2](=[O:1])[C:3]2[CH:23]=[CH:22][CH:21]=[N:20][C:4]=2[N:5]=1 |f:1.2,3.4.5|. Procedure details: A suspension of 2-(4-oxo-3,4-dihydro-pyrido[2,3-d]pyrimidin-2-ylmethyl)-isoindole-1,3-dione (1.0 g, 3.26 mmol) and hydrazine monohydrate (0.48 ml, 9.79 mmol) in ethanol (90 ml) was stirred at 50° C. for 3 hours. The mixture was cooled to ambient temperature and sodium carbonate (0.38 g, 3.59 mmol) and water (1 ml) were added. The suspension was stirred overnight at ambient temperature. The solid residue was filtered off, triturated with CH2Cl2/MeOH (4/1) under reflux conditions. A white solid wa... Reactants: C(C)(C)(C)OC(N(C)[C@@H](C(=O)NNC(C)=O)CC1=CC=CC=C1)=O (N-[(1R)-2-(N'-Acetylhydrazino)-1-benzyl-2-oxoethyl]-N-methylcarbamic acid tert-butyl ester), FC(C(=O)O)(F)F (trifluoroacetic acid). Run in C(Cl)Cl (methylene chloride). Conditions: time 30 minute. The product is CO.N (methanol ammonia), CN[C@@H](C(=O)NNC(C)=O)CC1=CC=CC=C1 (acetic acid N'-((2R)-2-(methylamino)-3-phenylpropionyl)hydrazide). The yield is 144.0%. As a reaction SMILES: [C:1]([O:5][C:6](=O)[N:7]([C@H:9]([CH2:17][C:18]1[CH:23]=[CH:22][CH:21]=[CH:20][CH:19]=1)[C:10]([NH:12][NH:13][C:14](=[O:16])[CH3:15])=[O:11])C)(C)(C)C.FC(F)(F)C(O)=O>C(Cl)Cl>[CH3:1][OH:5].[NH3:7].[CH3:6][NH:7][C@H:9]([CH2:17][C:18]1[CH:19]=[CH:20][CH:21]=[CH:22][CH:23]=1)[C:10]([NH:12][NH:13][C:14](=[O:16])[CH3:15])=[O:11] |f:3.4|. Reported procedure: N-[(1R)-2-(N'-Acetylhydrazino)-1-benzyl-2-oxoethyl]-N-methylcarbamic acid tert-butyl ester (0.81 g, 2.42 mmol) was dissolved in methylene chloride (5 ml) and trifluoroacetic acid (5 ml) was added and the mixture was stirred for 30 min at room temperature. The mixture was concentrated in vacuo and stripped three times with methylene chloride and the remaining oil was chromatographed on silica (40 g) with methylene chloride:(methanol/ammonia) (9:1) to give 0.41 g of acetic acid N'-((2R)-2-(methyla... Starting materials: COc1ccc(-c2c(-c3ccccc3)oc3ncnc(NCCCCCN(C(=O)[O-])C(C)(C)C)c23)cc1, ClCCl, COc1ccccc1, O=C(O)C(F)(F)F. Product: COc1ccc(-c2c(-c3ccccc3)oc3ncnc(NCCCCCN)c23)cc1. As a reaction SMILES: [C:1]([N:5]([C:2](=[O:3])[O-:4])[CH2:9][CH2:10][CH2:11][CH2:12][CH2:13][NH:14][c:15]1[c:16]2[c:17]([n:18][cH:19][n:20]1)[o:21][c:22](-[c:32]1[cH:33][cH:34][cH:35][cH:36][cH:37]1)[c:23]2-[c:24]1[cH:25][cH:26][c:27]([O:30][CH3:31])[cH:28][cH:29]1)([CH3:6])([CH3:7])[CH3:8].[CH2:53]([Cl:54])[Cl:55].[CH3:38][O:39][c:40]1[cH:41][cH:42][cH:43][cH:44][cH:45]1.[OH:46][C:47]([C:48]([F:49])([F:50])[F:51])=[O:52]>>[NH2:5][CH2:9][CH2:10][CH2:11][CH2:12][CH2:13][NH:14][c:15]1[c:16]2[c:17]([n:18][cH:19][n:20]1)[o:21][c:22](-[c:32]1[cH:33][cH:34][cH:35][cH:36][cH:37]1)[c:23]2-[c:24]1[cH:25][cH:26][c:27]([O:30][CH3:31])[cH:28][cH:29]1.